Dataset: the Open Reaction Database (ORD), a public repository of structured organic reaction records. Task: describe an organic reaction: reactants, conditions, products, and yield The reactants are CC(C)(C)[O-], CS(C)=O, O=[N+]([O-])c1ccccc1F, [K+], COC(=O)c1ccc(N)cc1. Yields the product COC(=O)c1ccc(Nc2ccccc2[N+](=O)[O-])cc1. Reaction SMILES: [CH3:22][C:23]([CH3:24])([O-:25])[CH3:26].[CH3:28][S:29]([CH3:30])=[O:31].[F:1][c:2]1[c:3]([N+:8](=[O:9])[O-:10])[cH:4][cH:5][cH:6][cH:7]1.[K+:27].[NH2:11][c:12]1[cH:13][cH:14][c:15]([C:16](=[O:17])[O:18][CH3:19])[cH:20][cH:21]1>>[c:2]1([NH:11][c:12]2[cH:13][cH:14][c:15]([C:16](=[O:17])[O:18][CH3:19])[cH:20][cH:21]2)[c:3]([N+:8](=[O:9])[O-:10])[cH:4][cH:5][cH:6][cH:7]1. Starting materials: FC(C(=O)O)(F)F (Trifluoroacetic acid), C1(=CC=CC=C1)C1CN(CC(C1)C(NC=1C=C2C(=NN(C2=CC1)C(C1=CC=CC=C1)(C1=CC=CC=C1)C1=CC=CC=C1)C1=CC=NC=C1)=O)C(=O)OC(C)(C)C (tert-butyl 3-phenyl-5-(3-(pyridin-4-yl)-1-trityl-1H-indazol-5-ylcarbamoyl)piperidine-1-carboxylate). The reagents and catalysts are C(C)[SiH](CC)CC (Triethylsilane). Reaction conditions: time 30 minute. Yields the product C1(=CC=CC=C1)C1CC(CNC1)C(=O)NC=1C=C2C(=NNC2=CC1)C1=CC=NC=C1 (5-phenyl-N-(3-(pyridin-4-yl)-1H-indazol-5-yl)piperidine-3-carboxamide). As a reaction SMILES: FC(F)(F)C(O)=O.[C:8]1([CH:14]2[CH2:19][CH:18]([C:20](=[O:56])[NH:21][C:22]3[CH:23]=[C:24]4[C:28](=[CH:29][CH:30]=3)[N:27](C(C3C=CC=CC=3)(C3C=CC=CC=3)C3C=CC=CC=3)[N:26]=[C:25]4[C:50]3[CH:55]=[CH:54][N:53]=[CH:52][CH:51]=3)[CH2:17][N:16](C(OC(C)(C)C)=O)[CH2:15]2)[CH:13]=[CH:12][CH:11]=[CH:10][CH:9]=1>C([SiH](CC)CC)C>[C:8]1([CH:14]2[CH2:15][NH:16][CH2:17][CH:18]([C:20]([NH:21][C:22]3[CH:23]=[C:24]4[C:28](=[CH:29][CH:30]=3)[NH:27][N:26]=[C:25]4[C:50]3[CH:51]=[CH:52][N:53]=[CH:54][CH:55]=3)=[O:56])[CH2:19]2)[CH:13]=[CH:12][CH:11]=[CH:10][CH:9]=1. Reported procedure: Trifluoroacetic acid (1 mL) was added to tert-butyl 3-phenyl-5-(3-(pyridin-4-yl)-1-trityl-1H-indazol-5-ylcarbamoyl)piperidine-1-carboxylate (0.117 mmol). The reaction was stirred at room temperature for 30 minutes. Triethylsilane (1 drop) was added to the reaction and stirred for an additional 5 minutes. The reaction was concentrated in vacuo and purified using prep LC/MS. Reactants: CN1CCC(CC1)Cl (N-methyl-4-chloropiperidine), FC1=CC2=C(N3C4=C(C=N2)C=CC=C4CC3)C=C1 (9-fluoro-1,2-dihydrobenzo[b]pyrrolo[3,2,1-jk][1,4]benzodiazepine), BrCCBr (1,2-dibromoethane), [Mg] (magnesium). Solvent: O1CCCC1 (tetrahydrofuran), O1CCCC1 (tetrahydrofuran), O1CCCC1 (tetrahydrofuran). Run at temperature 5 celsius, time 40 minute. Yields the product FC1=CC2=C(N3C4=C(C(N2)C2CCN(CC2)C)C=CC=C4CC3)C=C1 (9-Fluoro-6-(1-methylpiperidin-4-yl)-1,2,6,7-tetrahydrobenzo[b]pyrrolo[3,2,1-jk][1,4]benzodiazepine). As a reaction SMILES: BrCCBr.[Mg].[CH3:6][N:7]1[CH2:12][CH2:11][CH:10](Cl)[CH2:9][CH2:8]1.[F:14][C:15]1[CH:31]=[CH:30][C:18]2[N:19]3[CH2:29][CH2:28][C:27]4[C:20]3=[C:21]([CH:24]=[CH:25][CH:26]=4)[CH:22]=[N:23][C:17]=2[CH:16]=1>O1CCCC1>[F:14][C:15]1[CH:31]=[CH:30][C:18]2[N:19]3[CH2:29][CH2:28][C:27]4[C:20]3=[C:21]([CH:24]=[CH:25][CH:26]=4)[CH:22]([CH:10]3[CH2:11][CH2:12][N:7]([CH3:6])[CH2:8][CH2:9]3)[NH:23][C:17]=2[CH:16]=1. Reported procedure: In a dried 1 L three-necked flask, 1,2-dibromoethane (0.5 ml) was added to a refluxing slurry of magnesium chips (6.3 gm) in tetrahydrofuran (50 ml) to initiate a Grignard reaction. The mixture became cloudy and a vigorous reaction ensued. A solution of N-methyl-4-chloropiperidine (37 ml) in tetrahydrofuran (40 ml) was added in portions to maintain a fast reflux over a period of 10 minutes. The resultant slurry was refluxed for 1.5 hours and thereafter cooled to about 5° C. with an ice-water bat... The reactants are C(CCC)O (n-butanol), CC=1C=C(C=C(C1)C)I (3,5-dimethyliodobenzene), C(=O)([O-])[O-].[Cs+].[Cs+] (Cs2CO3), C1(=CC=CC=C1)C1=C(C=CC=C1)O (2-phenylphenol), solvent, CCCCCCCCCCCC (Dodecane). The reagents and catalysts are [Cu]I (CuI). Run at temperature 90 celsius. Product: C(CCC)OC1=CC(=CC(=C1)C)C (1-butoxy-3,5-dimethylbenzene). Reaction SMILES: [CH2:1]([OH:5])[CH2:2][CH2:3][CH3:4].[CH3:6][C:7]1[CH:8]=[C:9](I)[CH:10]=[C:11]([CH3:13])[CH:12]=1.C([O-])([O-])=O.[Cs+].[Cs+].C1(C2C=CC=CC=2O)C=CC=CC=1.CCCCCCCCCCCC>[Cu]I>[CH2:1]([O:5][C:9]1[CH:10]=[C:11]([CH3:13])[CH:12]=[C:7]([CH3:6])[CH:8]=1)[CH2:2][CH2:3][CH3:4] |f:2.3.4|. Procedure: A screw cap test tube was charged with n-butanol (573 μL, 6.26 mmol), 3,5-dimethyliodobenzene (144 μL, 1.00 mmol), CuI (19.0 mg, 0.100 Mmol), Cs2CO3 (977 mg, 3.00 mmol), 2-phenylphenol (85.1 mg, 0.500 mmol) and the solvent (1 mL). The test tube was sealed with a screw cap. The reaction mixture was stirred magnetically and heated at 90° C. for 36 hours. The reaction mixture was allowed to reach room temperature. Dodecane (227 μL, 1.00 mmol; internal standard) was added and a GC sample was filtere... Reactants: C(CC1=CC=CC=C1)OC=1C=C(C(=O)O)C=CC1 (3-phenethyloxy-benzoic acid), NC1C2CC3(CC(CC1C3)C2)O (4-amino-1-hydroxyadamantane). The product is OC12CC3C(C(CC(C1)C3)C2)NC(C2=CC(=CC=C2)OCCC2=CC=CC=C2)=O (N-(5-Hydroxy-adamantan-2-yl)-3-phenethyloxy-benzamide). Reaction SMILES: [CH2:1]([O:9][C:10]1[CH:11]=[C:12]([CH:16]=[CH:17][CH:18]=1)[C:13]([OH:15])=O)[CH2:2][C:3]1[CH:8]=[CH:7][CH:6]=[CH:5][CH:4]=1.[NH2:19][CH:20]1[CH:27]2[CH2:28][C:23]3([OH:30])[CH2:24][CH:25]([CH2:29][CH:21]1[CH2:22]3)[CH2:26]2>>[OH:30][C:23]12[CH2:28][CH:27]3[CH2:26][CH:25]([CH2:29][CH:21]([CH:20]3[NH:19][C:13](=[O:15])[C:12]3[CH:16]=[CH:17][CH:18]=[C:10]([O:9][CH2:1][CH2:2][C:3]4[CH:4]=[CH:5][CH:6]=[CH:7][CH:8]=4)[CH:11]=3)[CH2:22]1)[CH2:24]2. Procedure: Prepared from 3-phenethyloxy-benzoic acid and 4-amino-1-hydroxyadamantane to give the title compound as a mixture of two isomers. 1H NMR (300 MHz, CDCl3): δ 7.20-7.39 (m, 8 H), 7.13 (dd, 0.3 H), 7.02 (dd, 0.7 H), 6.22-6.38 (m, 1 H), 4.09-4.28 (m, 3 H), 3.11 (t, 2 H), 2.24 (t, 2 H), 1.47-2.00 (m, 9 H). Reactants: BrC1=CC=C(CC2(OCCCC2)OC2(OCCCC2)CC2=CC=C(C=C2)Br)C=C1 (4-bromobenzyl-tetrahydropyranyl ether), [Mg] (magnesium), [Mg] (magnesium), BrC(C)Br (dibromoethane), CC1(N=C(OC1)C1=C(C=CC=C1)OC)C (4,4-dimethyl-2-(2'-methoxyphenyl)oxazoline), [Cl-].[NH4+] (ammonium chloride). Solvent: O1CCCC1 (tetrahydrofuran), O1CCCC1 (tetrahydrofuran). Product: CC1(N=C(OC1)C1=C(C=CC=C1)C1=CC=C(C=C1)COC1OCCCC1)C (4,4-dimethyl-2-(4'-tetrahydropyranyloxymethylbiphenyl-2-yl)oxazoline). Isolated yield 53.0%. Reaction SMILES: [Mg].BrC(Br)C.BrC1C=CC(C[C:12]2([O:18][C:19]3([CH2:25][C:26]4[CH:31]=[CH:30][C:29](Br)=[CH:28]C=4)CCCCO3)[CH2:17][CH2:16][CH2:15][CH2:14][O:13]2)=CC=1.[CH3:35][C:36]1([CH3:49])[CH2:40][O:39][C:38]([C:41]2[CH:46]=[CH:45][CH:44]=[CH:43][C:42]=2OC)=[N:37]1.[Cl-].[NH4+]>O1CCCC1>[CH3:49][C:36]1([CH3:35])[CH2:40][O:39][C:38]([C:41]2[CH:46]=[CH:45][CH:44]=[CH:43][C:42]=2[C:30]2[CH:31]=[CH:26][C:25]([CH2:19][O:18][CH:12]3[CH2:17][CH2:16][CH2:15][CH2:14][O:13]3)=[CH:28][CH:29]=2)=[N:37]1 |f:4.5|. Procedure details: Tetrahybrofuran (15 ml) was added to 1.2 g (49.4 mmol) of flaky magnesium, followed by the addition of a small amount of dibromoethane under stirring. After the confirmation of bubbling, a solution of 11.0 g (40.6 mmol) of 4-bromobenzyl-tetrahydropyranyl ether in tetrahydrofuran (15 ml) was dropwise added thereto. After the confirmation of the dissolution of the magnesium, the resulting mixture was further stirred at room temperature for one hour. Then, a solution of 7.0 g (34.1 mmol) of 4,4-dim... Solvent: C(C)O (ethanol). Yields the product C1(=CC(=CC=C1)N1C=NC(=C1)C(=O)O)C1=CC=CC=C1 (1-Biphenyl-3-yl-1H-imidazole-4-carboxylic acid). Reactants: C(C)OC(=O)C=1N=CN(C1)C=1C=C(C=CC1)C1=CC=CC=C1 (1-Biphenyl-3-yl-1H-imidazole-4-carboxylic acid ethyl ester), [OH-].[K+] (potassium hydroxide). Procedure details: This compound was prepared by hydrolysis of 23a using a 1:1 mixture of aqueous potassium hydroxide (2M) and ethanol. As a reaction SMILES: C([O:3][C:4]([C:6]1[N:7]=[CH:8][N:9]([C:11]2[CH:12]=[C:13]([C:17]3[CH:22]=[CH:21][CH:20]=[CH:19][CH:18]=3)[CH:14]=[CH:15][CH:16]=2)[CH:10]=1)=[O:5])C.[OH-].[K+]>C(O)C>[C:13]1([C:17]2[CH:18]=[CH:19][CH:20]=[CH:21][CH:22]=2)[CH:14]=[CH:15][CH:16]=[C:11]([N:9]2[CH:10]=[C:6]([C:4]([OH:5])=[O:3])[N:7]=[CH:8]2)[CH:12]=1 |f:1.2|.